This data is from the Open Reaction Database (ORD), a public repository of structured organic reaction records. The task is: describe an organic reaction: reactants, conditions, products, and yield Reaction SMILES: O[CH2:2][C:3]1[N:7]2[C:8]3[CH:23]=[CH:22][C:21]([Cl:24])=[CH:20][C:9]=3[N:10]([C:14]3[CH:19]=[CH:18][CH:17]=[CH:16][CH:15]=3)[C:11](=[O:13])[CH2:12][C:6]2=[N:5][N:4]=1.CS([O-])(=O)=O.[CH2:30]([NH:32][CH2:33][CH3:34])[CH3:31]>CS(C)=O.C(Cl)Cl>[CH2:30]([N:32]([CH2:2][C:3]1[N:7]2[C:8]3[CH:23]=[CH:22][C:21]([Cl:24])=[CH:20][C:9]=3[N:10]([C:14]3[CH:19]=[CH:18][CH:17]=[CH:16][CH:15]=3)[C:11](=[O:13])[CH2:12][C:6]2=[N:5][N:4]=1)[CH2:33][CH3:34])[CH3:31]. The reactants are OCC1=NN=C2N1C1=C(N(C(C2)=O)C2=CC=CC=C2)C=C(C=C1)Cl (1-(Hydroxymethyl)-8-chloro-6-phenyl-4H-s-triazolo[4,3-a][1,5]benzodiazepin-5-one), CS(=O)(=O)[O-] (methanesulfonate), C(C)NCC (diethylamine). Product: C(C)N(CC)CC1=NN=C2N1C1=C(N(C(C2)=O)C2=CC=CC=C2)C=C(C=C1)Cl (1-(Diethylaminomethyl)-8-chloro-6-phenyl-4H-s-triazolo[4,3-a][1,5]benzodiazepin-5-one). Procedure details: 3.35 g of 1-(Hydroxymethyl)-8-chloro-6-phenyl-4H-s-triazolo[4,3-a][1,5]benzodiazepin-5-one, methanesulfonate in 15 ml dimethylsulfoxide at 0° is added dropwise with stirring to 3 ml of diethylamine in 10 ml dimethylsulfoxide. The reaction is stirred at 20° for 2 hours, diluted with methylene chloride, washed with water and then saturated aqueous sodium chloride. After drying, the solvent is evaporated to give the title compound. Run in CS(=O)C (dimethylsulfoxide), CS(=O)C (dimethylsulfoxide), C(Cl)Cl (methylene chloride). Reaction conditions: time 2 hour. Reactants: O=C(Cl)C1CC2CCC1CC2, NC1CCN(CCc2ccccc2)C1. Yields the product O=C(NC1CCN(CCc2ccccc2)C1)C1CC2CCC1CC2. Reaction SMILES: [CH:1]12[CH:2]([C:9](=[O:10])[Cl:11])[CH2:3][CH:4]([CH2:5][CH2:6]1)[CH2:7][CH2:8]2.[NH2:12][CH:13]1[CH2:14][N:15]([CH2:18][CH2:19][c:20]2[cH:21][cH:22][cH:23][cH:24][cH:25]2)[CH2:16][CH2:17]1>>[CH:1]12[CH:2]([C:9](=[O:10])[NH:12][CH:13]3[CH2:14][N:15]([CH2:18][CH2:19][c:20]4[cH:21][cH:22][cH:23][cH:24][cH:25]4)[CH2:16][CH2:17]3)[CH2:3][CH:4]([CH2:5][CH2:6]1)[CH2:7][CH2:8]2. Reactants: O=P(Cl)(Cl)Cl (POCl3), C(C)(C)(C)OC(N(C)[C@@H](C)C(N[C@H]1CNC2=C(N(C1=O)CC1=C(C=CC3=CC(=CC=C13)Br)OC)C=CC(=C2)C#N)=O)=O ({(S)-1-[(S)-1-(6-bromo-2-methoxy-naphthalen-1-ylmethyl)-7-cyano-2-oxo-2,3,4,5-tetrahydro-1H-benzo[b][1,4]diazepin-3-ylcarbamoyl]-ethyl}-methyl-carbamic acid tert-butyl ester), C(C)(C)(C)OC(N(C)[C@@H](C)C(N[C@H]1CNC2=C(N(C1=O)CC1=C(C=CC3=CC(=CC=C13)Br)OC)C=CC(=C2)C#N)=O)=O ({(S)-1-[(S)-1-(6-bromo-2-methoxy-naphthalen-1-ylmethyl)-7-cyano-2-oxo-2,3,4,5-tetrahydro-1H-benzo[b][1,4]diazepin-3-ylcarbamoyl]-ethyl}-methyl-carbamic acid tert-butyl ester), C(C1=CC=C(C(=O)O)C=C1)(=O)O (terephthalic acid). The solvent is N1=CC=CC=C1 (pyridine). Reaction conditions: temperature 0 celsius, time 10 minute. Yields the product BrC=1C=C2C=CC(=C(C2=CC1)CN1C([C@H](CN(C2=C1C=CC(=C2)C#N)C(C2=CC=C(C=C2)C(=O)N2C[C@@H](C(N(C1=C2C=C(C=C1)C#N)CC1=C(C=CC2=CC(=CC=C12)Br)OC)=O)NC([C@H](C)N(C)C(=O)OC(C)(C)C)=O)=O)NC([C@H](C)N(C(OC(C)(C)C)=O)C)=O)=O)OC (tert-butyl N-[(1S)-2-[[(3S)-1-[(6-bromo-2-methoxy-1-naphthyl)methyl]-5-[4-[(3S)-1-[(6-bromo-2-methoxy-1-naphthyl)methyl]-3-[[(2S)-2-[tert-butoxycarbonyl(methyl)amino]propanoyl]amino]-7-cyano-2-oxo-3,4-dihydro-1,5-benzodiazepine-5-carbonyl]benzoyl]-7-cyano-2-oxo-3,4-dihydro-1,5-benzodiazepin-3-yl]amino]-1-methyl-2-oxo-ethyl]-N-methyl-carbamate). Yield: 4.5%. Reaction SMILES: [C:1]([O:5][C:6](=[O:42])[N:7]([C@H:9]([C:11](=[O:41])[NH:12][C@@H:13]1[C:19](=[O:20])[N:18]([CH2:21][C:22]2[C:31]3[C:26](=[CH:27][C:28]([Br:32])=[CH:29][CH:30]=3)[CH:25]=[CH:24][C:23]=2[O:33][CH3:34])[C:17]2[CH:35]=[CH:36][C:37]([C:39]#[N:40])=[CH:38][C:16]=2[NH:15][CH2:14]1)[CH3:10])[CH3:8])([CH3:4])([CH3:3])[CH3:2].[C:43]([OH:54])(=O)[C:44]1[CH:52]=[CH:51][C:47]([C:48]([OH:50])=O)=[CH:46][CH:45]=1.O=P(Cl)(Cl)Cl>N1C=CC=CC=1>[Br:32][C:28]1[CH:27]=[C:26]2[C:31](=[CH:30][CH:29]=1)[C:22]([CH2:21][N:18]1[C:17]3[CH:35]=[CH:36][C:37]([C:39]#[N:40])=[CH:38][C:16]=3[N:15]([C:48](=[O:50])[C:47]3[CH:46]=[CH:45][C:44]([C:43]([N:15]4[C:16]5[CH:38]=[C:37]([C:39]#[N:40])[CH:36]=[CH:35][C:17]=5[N:18]([CH2:21][C:22]5[C:31]6[C:26](=[CH:27][C:28]([Br:32])=[CH:29][CH:30]=6)[CH:25]=[CH:24][C:23]=5[O:33][CH3:34])[C:19](=[O:20])[C@@H:13]([NH:12][C:11](=[O:41])[C@@H:9]([N:7]([C:6]([O:5][C:1]([CH3:4])([CH3:3])[CH3:2])=[O:42])[CH3:8])[CH3:10])[CH2:14]4)=[O:54])=[CH:52][CH:51]=3)[CH2:14][C@H:13]([NH:12][C:11](=[O:41])[C@@H:9]([N:7]([CH3:8])[C:6](=[O:42])[O:5][C:1]([CH3:2])([CH3:3])[CH3:4])[CH3:10])[C:19]1=[O:20])=[C:23]([O:33][CH3:34])[CH:24]=[CH:25]2. Reported procedure: To a solution of {(S)-1-[(S)-1-(6-bromo-2-methoxy-naphthalen-1-ylmethyl)-7-cyano-2-oxo-2,3,4,5-tetrahydro-1H-benzo[b][1,4]diazepin-3-ylcarbamoyl]-ethyl}-methyl-carbamic acid tert-butyl ester (Intermediate 4) (120 mg, 0.189 mmol) in pyridine (2 mL) was added terephthalic acid (20.604 mg, 0.113 mmol). After 10 min, the mixture was cooled to 0° C., POCl3 (0.036 mL, 0.396 mmol) was added and the cooling bath was removed. After 1 h, the mixture was concentrated, the residue was diluted with ethyl ace...